From a dataset of the Open Reaction Database (ORD), a public repository of structured organic reaction records. describe an organic reaction: reactants, conditions, products, and yield The reactants are COC=1C=C(C(=O)OC)C=CC1CC1=CN(C2=CC=C(C=C12)[N+](=O)[O-])CC1=NC2=CC(=CC=C2C=C1)Cl (Methyl 3-methoxy-4-(5-nitro-1-(7-chloroquinolin-2-ylmethyl)indol-3-yl)methylbenzoate), [BH4-].[Na+] (NaBH4). The solvent is C1CCOC1 (THF). Yields the product COC=1C=C(C(=O)OC)C=CC1CC1=CN(C2=CC=C(C=C12)N)CC1=NC2=CC(=CC=C2C=C1)Cl (Methyl 3-methoxy-4-(5-amino-1-(7-chloroquinolin-2-ylmethyl)indol-3-ylmethyl)benzoate). Isolated yield 105.7%. RXN SMILES: [CH3:1][O:2][C:3]1[CH:4]=[C:5]([CH:10]=[CH:11][C:12]=1[CH2:13][C:14]1[C:22]2[C:17](=[CH:18][CH:19]=[C:20]([N+:23]([O-])=O)[CH:21]=2)[N:16]([CH2:26][C:27]2[CH:36]=[CH:35][C:34]3[C:29](=[CH:30][C:31]([Cl:37])=[CH:32][CH:33]=3)[N:28]=2)[CH:15]=1)[C:6]([O:8][CH3:9])=[O:7].[BH4-].[Na+]>C1COCC1>[CH3:1][O:2][C:3]1[CH:4]=[C:5]([CH:10]=[CH:11][C:12]=1[CH2:13][C:14]1[C:22]2[C:17](=[CH:18][CH:19]=[C:20]([NH2:23])[CH:21]=2)[N:16]([CH2:26][C:27]2[CH:36]=[CH:35][C:34]3[C:29](=[CH:30][C:31]([Cl:37])=[CH:32][CH:33]=3)[N:28]=2)[CH:15]=1)[C:6]([O:8][CH3:9])=[O:7] |f:1.2|. Reported procedure: A solution of the nitroindole from Step 1 (185 mg, 0.36 mmol) in THF (3 ml) containing NaBH4 /S (200 mg) was heated at reflux for 1 hr. The solvent was removed and the residue was partitioned between EtOAc and H2O. The organic layer was dried, evaporated, and concentrated to give the crude amine (185 mg) which was used directly in the next step. Starting materials: CO (methanol), Cl (HCl), N(=C=S)C1=CC(=C(C#N)C=C1)C(F)(F)F (4-isothiocyanato-2-trifluoromethylbenzonitrile), COC(C1=CC=C(C=C1)NC(C)(C)C#N)=O (4-[(cyanodimethylmethyl)-amino]-benzoic acid methyl ester). Solvent: CN(C)C=O (DMF), O (water). Run at temperature 60 celsius. Product: COC(C1=CC=C(C=C1)N1C(N(C(C1(C)C)=O)C1=CC(=C(C=C1)C#N)C(F)(F)F)=S)=O (4-[3-(4-cyano-3-trifluoromethylphenyl)-5,5-dimethyl-4-oxo-2-thioxo-imidazolidin-1-yl]benzoic acid methyl ester). The yield is 63.0%. Reaction SMILES: [N:1]([C:4]1[CH:11]=[CH:10][C:7]([C:8]#[N:9])=[C:6]([C:12]([F:15])([F:14])[F:13])[CH:5]=1)=[C:2]=[S:3].[CH3:16][O:17][C:18](=[O:31])[C:19]1[CH:24]=[CH:23][C:22]([NH:25][C:26]([C:29]#N)([CH3:28])[CH3:27])=[CH:21][CH:20]=1.C[OH:33].Cl>CN(C=O)C.O>[CH3:16][O:17][C:18](=[O:31])[C:19]1[CH:24]=[CH:23][C:22]([N:25]2[C:26]([CH3:27])([CH3:28])[C:29](=[O:33])[N:1]([C:4]3[CH:11]=[CH:10][C:7]([C:8]#[N:9])=[C:6]([C:12]([F:13])([F:15])[F:14])[CH:5]=3)[C:2]2=[S:3])=[CH:21][CH:20]=1. Reported procedure: A mixture of 4-isothiocyanato-2-trifluoromethylbenzonitrile (1a) (0.228 g, 1 mmol) and 4-[(cyanodimethylmethyl)-amino]-benzoic acid methyl ester (49b) (0.14 g, 0.64 mmol) in DMF (2 ml) was heated under microwave irradiation at 60° C. for 12 hours. To this mixture were added methanol (6 ml) and aq. 2N HCl (2 ml). The second mixture was refluxed for 4 h. After being cooled to room temperature, the reaction mixture was poured into cold water (10 ml) and extracted with ethyl acetate (3×30 ml). The o... Reactants: N1CCC(CC1)N1CCC2=CC=C(C=C12)CNC(C)=O (1-(Piperidin-4-yl)-6-acetamidomethylindoline), COC1=CC=C(CCBr)C=C1 (4-methoxyphenethyl bromide). Yields the product COC1=CC=C(CCN2CCC(CC2)N2CCC3=CC=C(C=C23)CNC(C)=O)C=C1 (1-[1-(4-methoxyphenethyl)piperidin-4-yl]-6-acetamidomethylindoline). Yield: 53.7%. As a reaction SMILES: [NH:1]1[CH2:6][CH2:5][CH:4]([N:7]2[C:15]3[C:10](=[CH:11][CH:12]=[C:13]([CH2:16][NH:17][C:18](=[O:20])[CH3:19])[CH:14]=3)[CH2:9][CH2:8]2)[CH2:3][CH2:2]1.[CH3:21][O:22][C:23]1[CH:31]=[CH:30][C:26]([CH2:27][CH2:28]Br)=[CH:25][CH:24]=1>>[CH3:21][O:22][C:23]1[CH:31]=[CH:30][C:26]([CH2:27][CH2:28][N:1]2[CH2:2][CH2:3][CH:4]([N:7]3[C:15]4[C:10](=[CH:11][CH:12]=[C:13]([CH2:16][NH:17][C:18](=[O:20])[CH3:19])[CH:14]=4)[CH2:9][CH2:8]3)[CH2:5][CH2:6]2)=[CH:25][CH:24]=1. Reported procedure: 1-(Piperidin-4-yl)-6-acetamidomethylindoline (250 mg) and 4-methoxyphenethyl bromide (240 mg) were treated as in Example 2 to give the title compound (200 mg) as a white powder (yield: 53%). Starting materials: CC(C)OC(=O)/N=N/C(=O)OC(C)C (diisopropylazodicarboxylate), ClC(=CCOC1=CC(=C(C(=C1)Cl)O)Cl)Cl (4-(3,3-dichloro-2-propenyloxy)-2,6-dichlorophenol), O(C1=CC=CC=C1)C1=CC=C(CO)C=C1 (p-phenoxybenzyl alcohol), C1(=CC=CC=C1)P(C1=CC=CC=C1)C1=CC=CC=C1 (triphenylphosphine). The solvent is O1CCCC1 (tetrahydrofuran), O1CCCC1 (tetrahydrofuran). Product: ClC=1C=C(C=C(C1CC1=CC=C(C=C1)OC1=CC=CC=C1)Cl)OCC=C(Cl)Cl (3,5-dichloro-4-(4-phenoxybenzyl)-1-(3,3-dichloro-2-propenyloxy)benzene). Isolated yield 70.3%. As a reaction SMILES: [Cl:1][C:2]([Cl:15])=[CH:3][CH2:4][O:5][C:6]1[CH:11]=[C:10]([Cl:12])[C:9](O)=[C:8]([Cl:14])[CH:7]=1.[O:16]([C:23]1[CH:30]=[CH:29][C:26]([CH2:27]O)=[CH:25][CH:24]=1)[C:17]1[CH:22]=[CH:21][CH:20]=[CH:19][CH:18]=1.C1(P(C2C=CC=CC=2)C2C=CC=CC=2)C=CC=CC=1.CC(OC(/N=N/C(OC(C)C)=O)=O)C>O1CCCC1>[Cl:14][C:8]1[CH:7]=[C:6]([O:5][CH2:4][CH:3]=[C:2]([Cl:15])[Cl:1])[CH:11]=[C:10]([Cl:12])[C:9]=1[CH2:27][C:26]1[CH:29]=[CH:30][C:23]([O:16][C:17]2[CH:18]=[CH:19][CH:20]=[CH:21][CH:22]=2)=[CH:24][CH:25]=1. Procedure details: To a solution of 0.46 g of 4-(3,3-dichloro-2-propenyloxy)-2,6-dichlorophenol, 0.32 g of p-phenoxybenzyl alcohol and 0.46 g of triphenylphosphine dissolved in 10 ml of tetrahydrofuran was added dropwise a solution of 0.35 g of diisopropylazodicarboxylate dissolved in 5 ml of tetrahydrofuran, while stirring at room temperature. After stirring at room temperature for 12 hours, the reaction mixture was concentrated, and then mixed with 20 ml of diethyl ether. The precipitate was filtered, and the fi... Procedure: 35.3 g (0.120 mol) of 2-(biphenyl-4-yloxymethyl)-2-(3,3-dimethylprop-1-en-3-yl)-oxirane, dissolved in 80 ml of n-propanol, were added to a boiling solution of 1 g (0.012 mol) of sodium propylate and 9 g (0.132 mol) of imidazole in 50 ml of n-propanol, in the course of 5 minutes. After the solution had been boiled under reflux for two days, the solvent was distilled off under reduced pressure, the residue was taken up in a mixture of 150 ml of ethyl acetate and 100 ml of dichloromethane, and the ... Run in C(CC)O (n-propanol), C(CC)O (n-propanol). Reactants: [Na] (sodium), N1C=NC=C1 (imidazole), C1(=CC=C(C=C1)OCC1(OC1)C(C=C)(C)C)C1=CC=CC=C1 (2-(biphenyl-4-yloxymethyl)-2-(3,3-dimethylprop-1-en-3-yl)-oxirane). Reaction SMILES: [C:1]1([C:17]2[CH:22]=[CH:21][CH:20]=[CH:19][CH:18]=2)[CH:6]=[CH:5][C:4]([O:7][CH2:8][C:9]2([C:12]([CH3:16])([CH3:15])[CH:13]=[CH2:14])[CH2:11][O:10]2)=[CH:3][CH:2]=1.[Na].[NH:24]1[CH:28]=[CH:27][N:26]=[CH:25]1>C(O)CC>[C:1]1([C:17]2[CH:18]=[CH:19][CH:20]=[CH:21][CH:22]=2)[CH:6]=[CH:5][C:4]([O:7][CH2:8][C:9]([OH:10])([CH2:11][N:24]2[CH:28]=[CH:27][N:26]=[CH:25]2)[C:12]([CH3:15])([CH3:16])[CH:13]=[CH2:14])=[CH:3][CH:2]=1 |^1:22|. Product: C1(=CC=C(C=C1)OCC(C(C=C)(C)C)(CN1C=NC=C1)O)C1=CC=CC=C1 (4-(biphenyl-4-yloxymethyl)-3,3-dimethyl-4-hydroxy-5-(imidazol-1-yl)pent-1-ene). The yield is 62.5%. Reactants: CO, O=Cc1cccc(NS(=O)(=O)c2ccc(C(F)(F)F)cc2)c1F, [K+], [OH-], O, c1cnc2[nH]ccc2n1. The product is O=S(=O)(Nc1cccc(C(O)c2c[nH]c3nccnc23)c1F)c1ccc(C(F)(F)F)cc1. As a reaction SMILES: [CH3:36][OH:37].[F:1][c:2]1[c:3]([NH:10][S:11](=[O:12])(=[O:13])[c:14]2[cH:15][cH:16][c:17]([C:20]([F:21])([F:22])[F:23])[cH:18][cH:19]2)[cH:4][cH:5][cH:6][c:7]1[CH:8]=[O:9].[K+:34].[OH-:33].[OH2:35].[n:24]1[c:25]2[c:26]([n:27][cH:28][cH:29]1)[nH:30][cH:31][cH:32]2>>[F:1][c:2]1[c:3]([NH:10][S:11](=[O:12])(=[O:13])[c:14]2[cH:15][cH:16][c:17]([C:20]([F:21])([F:22])[F:23])[cH:18][cH:19]2)[cH:4][cH:5][cH:6][c:7]1[CH:8]([OH:9])[c:32]1[c:25]2[n:24][cH:29][cH:28][n:27][c:26]2[nH:30][cH:31]1. Yields the product COC(=O)CCCCCCCn1cc(-c2ccccc2)n(Cc2ccccc2)c1=O. Reactants: O=c1[nH]cc(-c2ccccc2)n1Cc1ccccc1, COC(=O)CCCCCCCBr, [H-], [I-], [Na+], [Na+], CN(C)C=O. RXN SMILES: [CH2:3]([c:4]1[cH:5][cH:6][cH:7][cH:8][cH:9]1)[n:10]1[c:11](=[O:21])[nH:12][cH:13][c:14]1-[c:15]1[cH:16][cH:17][cH:18][cH:19][cH:20]1.[CH3:22][O:23][C:24]([CH2:25][CH2:26][CH2:27][CH2:28][CH2:29][CH2:30][CH2:31][Br:32])=[O:33].[H-:2].[I-:34].[Na+:1].[Na+:35].[O:36]=[CH:37][N:38]([CH3:39])[CH3:40]>>[CH2:3]([c:4]1[cH:5][cH:6][cH:7][cH:8][cH:9]1)[n:10]1[c:11](=[O:21])[n:12]([CH2:31][CH2:30][CH2:29][CH2:28][CH2:27][CH2:26][CH2:25][C:24]([O:23][CH3:22])=[O:33])[cH:13][c:14]1-[c:15]1[cH:16][cH:17][cH:18][cH:19][cH:20]1. Reactants: C1(=CC=CC=C1)C1=CC=C2CCC(=CC2=C1)C(=O)NC1=CC=C(C=C1)CN1CCCC1 (7-phenyl-N-[4-(1-pyrrolidinylmethyl)phenyl]-3,4-dihydronaphthalene-2-carboxamide), CI (methyl iodide). Solvent: CN(C)C=O (DMF). Run at time 17 hour. Product: [I-].C[N+]1(CCCC1)CC1=CC=C(C=C1)NC(=O)C1=CC2=CC(=CC=C2CC1)C1=CC=CC=C1 (1-methyl-1-[4-(7-phenyl-3,4-dihydronaphthalene-2-carboxamido)benzyl]pyrrolidinium iodide). Reaction SMILES: [C:1]1([C:7]2[CH:16]=[C:15]3[C:10]([CH2:11][CH2:12][C:13]([C:17]([NH:19][C:20]4[CH:25]=[CH:24][C:23]([CH2:26][N:27]5[CH2:31][CH2:30][CH2:29][CH2:28]5)=[CH:22][CH:21]=4)=[O:18])=[CH:14]3)=[CH:9][CH:8]=2)[CH:6]=[CH:5][CH:4]=[CH:3][CH:2]=1.[CH3:32][I:33]>CN(C=O)C>[I-:33].[CH3:32][N+:27]1([CH2:26][C:23]2[CH:22]=[CH:21][C:20]([NH:19][C:17]([C:13]3[CH2:12][CH2:11][C:10]4[C:15](=[CH:16][C:7]([C:1]5[CH:6]=[CH:5][CH:4]=[CH:3][CH:2]=5)=[CH:8][CH:9]=4)[CH:14]=3)=[O:18])=[CH:25][CH:24]=2)[CH2:31][CH2:30][CH2:29][CH2:28]1 |f:3.4|. Procedure: In DMF (2 ml) was dissolved 7-phenyl-N-[4-(1-pyrrolidinylmethyl)phenyl]-3,4-dihydronaphthalene-2-carboxamide (70 mg), and to the mixture was added methyl iodide (32 μl). The mixture was stirred at room temperature for 17 hours and concentrated under reduced pressure. The residue was recrystallized from methanol-ethyl acetate to give 1-methyl-1-[4-(7-phenyl-3,4-dihydronaphthalene-2-carboxamido)benzyl]pyrrolidinium iodide (Compound 11) (78 mg) as pale yellow crystals. As a reaction SMILES: [Br:14][CH2:15][c:16]1[cH:17][cH:18][cH:19][cH:20][cH:21]1.[H-:1].[Na+:2].[O:22]=[CH:23][N:24]([CH3:25])[CH3:26].[OH:3][c:4]1[c:5]2[c:6]([CH3:13])[n:7][nH:8][c:9]2[cH:10][cH:11][cH:12]1>>[O:3]([c:4]1[c:5]2[c:6]([CH3:13])[n:7][nH:8][c:9]2[cH:10][cH:11][cH:12]1)[CH2:15][c:16]1[cH:17][cH:18][cH:19][cH:20][cH:21]1. Yields the product Cc1n[nH]c2cccc(OCc3ccccc3)c12. Reactants: BrCc1ccccc1, [H-], [Na+], CN(C)C=O, Cc1n[nH]c2cccc(O)c12.